This data is from the Open Reaction Database (ORD), a public repository of structured organic reaction records. The task is: describe an organic reaction: reactants, conditions, products, and yield As a reaction SMILES: [CH2:1]([CH2:2][CH2:3][CH2:4][CH2:5][CH2:6][CH3:7])[NH:8][CH2:9][CH2:10][c:11]1[cH:12][cH:13][c:14]([NH:17][C:18]([C:19](=[O:20])[OH:21])([CH3:22])[CH3:23])[cH:15][cH:16]1.[CH2:44]([Cl:45])[Cl:46].[CH:35]([N:36]([CH2:37][CH3:38])[CH:39]([CH3:40])[CH3:41])([CH3:42])[CH3:43].[F:24][c:25]1[c:26]([N:32]=[C:33]=[O:34])[cH:27][cH:28][c:29]([F:31])[cH:30]1>>[CH2:1]([CH2:2][CH2:3][CH2:4][CH2:5][CH2:6][CH3:7])[N:8]([CH2:9][CH2:10][c:11]1[cH:12][cH:13][c:14]([NH:17][C:18]([C:19](=[O:20])[OH:21])([CH3:22])[CH3:23])[cH:15][cH:16]1)[C:33]([NH:32][c:26]1[c:25]([F:24])[cH:30][c:29]([F:31])[cH:28][cH:27]1)=[O:34]. The product is CCCCCCCN(CCc1ccc(NC(C)(C)C(=O)O)cc1)C(=O)Nc1ccc(F)cc1F. Reactants: CCCCCCCNCCc1ccc(NC(C)(C)C(=O)O)cc1, ClCCl, CCN(C(C)C)C(C)C, O=C=Nc1ccc(F)cc1F. Reactants: C(C)(C)(C)OC(=O)N1[C@@H](CCCC1)CN ((S)-2-aminomethyl-piperidine-1-carboxylic acid tert-butyl ester), ClC1=NC=C(C=C1)C#N (2-chloro-5-cyanopyridine), C(C)(C)N(CC)C(C)C (diisopropylethylamine). Product: C(C)(C)(C)OC(=O)N1C(CCCC1)CNC1=NC=C(C=C1)C#N (2-[(5-Cyano-pyridin-2-ylamino)-methyl]-piperidine-1-carboxylic acid tert butyl ester). The yield is 52.3%. As a reaction SMILES: [C:1]([O:5][C:6]([N:8]1[CH2:13][CH2:12][CH2:11][CH2:10][C@H:9]1[CH2:14][NH2:15])=[O:7])([CH3:4])([CH3:3])[CH3:2].Cl[C:17]1[CH:22]=[CH:21][C:20]([C:23]#[N:24])=[CH:19][N:18]=1.C(N(C(C)C)CC)(C)C>>[C:1]([O:5][C:6]([N:8]1[CH2:13][CH2:12][CH2:11][CH2:10][CH:9]1[CH2:14][NH:15][C:17]1[CH:22]=[CH:21][C:20]([C:23]#[N:24])=[CH:19][N:18]=1)=[O:7])([CH3:4])([CH3:3])[CH3:2]. Reported procedure: The title compound (1.54 g) was prepared from (S)-2-aminomethyl-piperidine-1-carboxylic acid tert-butyl ester (2.0 g) and 2-chloro-5-cyanopyridine (1.29 g) in the presence of diisopropylethylamine (1.21 g) according to the method of D28. Starting materials: N[C@H]1CC[C@H](CC1)NC(=O)C1=CNC2=C1N=CN=C2C2=C(C=CC=1OCOC12)OCC1CC1 (cis-4-(5-cyclopropylmethoxy-benzo[1,3]dioxol-4-yl)-5H-pyrrolo[3,2-d]pyrimidine-7-carboxylic acid (4-amino-cyclohexyl)-amide), ClC(=O)[C@H](C)OC(C)=O (acetic acid (S)-1-chlorocarbonyl-ethyl ester). The product is O[C@H](C(=O)NC1CCC(CC1)NC(=O)C1=CNC2=C1N=CN=C2C2=C(C=CC=1OCOC12)OCC1CC1)C (4-(5-Cyclopropylmethoxy-benzo[1,3]dioxol-4-yl)-5H-pyrrolo[3,2-d]pyrimidine-7-carboxylic acid [4-((S)-2-hydroxy-propanoylamino)-cyclohexyl]-amide). RXN SMILES: [NH2:1][C@@H:2]1[CH2:7][CH2:6][C@H:5]([NH:8][C:9]([C:11]2[C:15]3[N:16]=[CH:17][N:18]=[C:19]([C:20]4[C:28]5[O:27][CH2:26][O:25][C:24]=5[CH:23]=[CH:22][C:21]=4[O:29][CH2:30][CH:31]4[CH2:33][CH2:32]4)[C:14]=3[NH:13][CH:12]=2)=[O:10])[CH2:4][CH2:3]1.Cl[C:35]([C@@H:37]([O:39]C(=O)C)[CH3:38])=[O:36]>>[OH:39][C@@H:37]([CH3:38])[C:35]([NH:1][CH:2]1[CH2:7][CH2:6][CH:5]([NH:8][C:9]([C:11]2[C:15]3[N:16]=[CH:17][N:18]=[C:19]([C:20]4[C:28]5[O:27][CH2:26][O:25][C:24]=5[CH:23]=[CH:22][C:21]=4[O:29][CH2:30][CH:31]4[CH2:33][CH2:32]4)[C:14]=3[NH:13][CH:12]=2)=[O:10])[CH2:4][CH2:3]1)=[O:36]. Reported procedure: Starting from cis-4-(5-cyclopropylmethoxy-benzo[1,3]dioxol-4-yl)-5H-pyrrolo[3,2-d]pyrimidine-7-carboxylic acid (4-amino-cyclohexyl)-amide (example A141) and acetic acid (S)-1-chlorocarbonyl-ethyl ester the title compound is obtained as colorless solid.